describe an organic reaction: reactants, conditions, products, and yield From a dataset of the Open Reaction Database (ORD), a public repository of structured organic reaction records. Starting materials: ice, N1(CCCCC1)CCCO (3-piperidin-1-yl-propan-1-ol), [N+](=O)([O-])C1=CC=C(C=C1)O (4-nitrophenol), C1(=CC=CC=C1)P(C1=CC=CC=C1)C1=CC=CC=C1 (triphenylphosphine), N(=NC(=O)OC(C)C)C(=O)OC(C)C (Diisopropyl azodicarboxylate). Run in O1CCCC1 (tetrahydrofuran). Conditions: time 40 hour. Yields the product [N+](=O)([O-])C1=CC=C(OCCCN2CCCCC2)C=C1 (1-[3-(4-nitrophenoxy)propyl]piperidine). RXN SMILES: [N:1]1([CH2:7][CH2:8][CH2:9][OH:10])[CH2:6][CH2:5][CH2:4][CH2:3][CH2:2]1.[N+:11]([C:14]1[CH:19]=[CH:18][C:17](O)=[CH:16][CH:15]=1)([O-:13])=[O:12].C1(P(C2C=CC=CC=2)C2C=CC=CC=2)C=CC=CC=1.N(C(OC(C)C)=O)=NC(OC(C)C)=O>O1CCCC1>[N+:11]([C:14]1[CH:19]=[CH:18][C:17]([O:10][CH2:9][CH2:8][CH2:7][N:1]2[CH2:6][CH2:5][CH2:4][CH2:3][CH2:2]2)=[CH:16][CH:15]=1)([O-:13])=[O:12]. Procedure: 3-piperidin-1-yl-propan-1-ol (3.66 g, 25.6 mmol), 4-nitrophenol (2.96 g, 21.3 mmol) and triphenylphosphine (6.71 g, 25.6 mmol) were dissolved in dry tetrahydrofuran in a current of nitrogen, and cooled on the ice bath. Diisopropyl azodicarboxylate (5.0 mL, 25.6 mmol) was dripped in, and stirred at room temperature for 40 hours. The reaction liquid was concentrated, diethyl ether was added, and the solid precipitate was filtered off. The filtrate was concentrated, the product purified by silica g... Procedure details: To a solution of 2-(5-(difluoromethoxy)-1-(3-(dimethylamino)propyl)-1H-indazol-3-yl)-N-(1-methylcyclopropyl)-5-trityl-5H-pyrrolo[3,2-b]pyrazine-7-carboxamide (200 mg, 0.3 mmol) in 3 mL of dichloromethane was added trifluoroacetic acid (3 mL). The reaction mixture was stirred at room temperature overnight. After solvent evaporation, the residue was purified by preparative-HPLC (Gemini 5u C18 150×21.2 mm; inject volume: 3 mL/inj, flow rate: 20 mL/min; wavelength: 214 nm and 254 nm; the gradient co... Reactants: FC(OC=1C=C2C(=NN(C2=CC1)CCCN(C)C)C1=CN=C2C(=N1)C(=CN2C(C2=CC=CC=C2)(C2=CC=CC=C2)C2=CC=CC=C2)C(=O)NC2(CC2)C)F (2-(5-(difluoromethoxy)-1-(3-(dimethylamino)propyl)-1H-indazol-3-yl)-N-(1-methylcyclopropyl)-5-trityl-5H-pyrrolo[3,2-b]pyrazine-7-carboxamide), FC(C(=O)O)(F)F (trifluoroacetic acid). Solvent: ClCCl (dichloromethane). Reaction SMILES: FC(F)OC1C=C2C(=CC=1)N(CCCN(C)C)N=C2[C:19]1[N:24]=[C:23]2[C:25]([C:47]([NH:49][C:50]3([CH3:53])[CH2:52][CH2:51]3)=[O:48])=[CH:26][N:27](C(C3C=CC=CC=3)(C3C=CC=CC=3)C3C=CC=CC=3)[C:22]2=[N:21][CH:20]=1.[F:55][C:56]([F:61])([F:60])[C:57]([OH:59])=[O:58]>ClCCl>[F:55][C:56]([F:61])([F:60])[C:57]([OH:59])=[O:58].[CH3:53][C:50]1([NH:49][C:47]([C:25]2[C:23]3=[N:24][CH:19]=[CH:20][N:21]=[C:22]3[NH:27][CH:26]=2)=[O:48])[CH2:51][CH2:52]1 |f:3.4|. The product is FC(C(=O)O)(F)F.CC1(CC1)NC(=O)C1=CNC=2C1=NC=CN2 (N-(1-methylcyclopropyl)-5H-pyrrolo[3,2-b]pyrazine-7-carboxamide trifluoroacetate). The yield is 7.0%. Run at time 8 hour. The reactants are [H-].[Na+] (sodium hydride), CC(C)(OC(=O)NC1=C(C(=O)OCC)C=CC=C1[N+](=O)[O-])C (ethyl 2-[[(1,1-dimethylethoxy)carbonyl]amino]-3-nitrobenzoate), IC(C)C (2-iodopropane). Solvent: CN(C=O)C (dimethylformamide). Reaction conditions: temperature 0 celsius, time 20 minute. The product is CC(C)NC1=C(C(=O)OCC)C=CC=C1[N+](=O)[O-] (Ethyl 2-[(1-methylethyl)amino]-3-nitrobenzoate). As a reaction SMILES: [H-].[Na+].CC(C)(OC([NH:9][C:10]1[C:20]([N+:21]([O-:23])=[O:22])=[CH:19][CH:18]=[CH:17][C:11]=1[C:12]([O:14][CH2:15][CH3:16])=[O:13])=O)C.I[CH:26]([CH3:28])[CH3:27]>CN(C)C=O>[CH3:27][CH:26]([NH:9][C:10]1[C:20]([N+:21]([O-:23])=[O:22])=[CH:19][CH:18]=[CH:17][C:11]=1[C:12]([O:14][CH2:15][CH3:16])=[O:13])[CH3:28] |f:0.1|. Procedure: 4.8 g (0.12 mol) of a 60% sodium hydride solution are added, at 0° C., under argon, and in portions, to a solution of 34 g (0.11 mol) of ethyl 2-[[(1,1-dimethylethoxy)carbonyl]amino]-3-nitrobenzoate in 100 ml of dimethylformamide. The mixture is left stirring for 20 minutes at 0° C. 55.9 g (0.33 mol) of 2-iodopropane are then added and the mixture is heated at 80° C. for 4 hours and then at room temperature for 48 hours. Hydrolysis is carried out by adding water and extraction is carried out 3 t... As a reaction SMILES: [Br:1][c:2]1[c:3]2[cH:4][cH:5][cH:6][cH:7][c:8]2[c:9](-[c:16]2[cH:17][n:18][cH:19][cH:20][cH:21]2)[c:10]2[cH:11][cH:12][cH:13][cH:14][c:15]12.[CH3:133][CH2:134][OH:135].[CH3:48][c:49]1[cH:50][cH:51][cH:52][cH:53][cH:54]1.[Na+:42].[Na+:43].[O-:44][C:45](=[O:46])[O-:47].[OH2:132].[c:22]1(-[c:28]2[n:29][n:30][c:31](-[c:33]3[cH:34][cH:35][c:36]([B:39]([OH:40])[OH:41])[cH:37][cH:38]3)[o:32]2)[cH:23][cH:24][cH:25][cH:26][cH:27]1.[cH:55]1[cH:56][cH:57][c:58]([P:59]([Pd:60]([P:61]([c:62]2[cH:63][cH:64][cH:65][cH:66][cH:67]2)([c:68]2[cH:69][cH:70][cH:71][cH:72][cH:73]2)[c:74]2[cH:75][cH:76][cH:77][cH:78][cH:79]2)([P:80]([c:81]2[cH:82][cH:83][cH:84][cH:85][cH:86]2)([c:87]2[cH:88][cH:89][cH:90][cH:91][cH:92]2)[c:93]2[cH:94][cH:95][cH:96][cH:97][cH:98]2)[P:99]([c:100]2[cH:101][cH:102][cH:103][cH:104][cH:105]2)([c:106]2[cH:107][cH:108][cH:109][cH:110][cH:111]2)[c:112]2[cH:113][cH:114][cH:115][cH:116][cH:117]2)([c:118]2[cH:119][cH:120][cH:121][cH:122][cH:123]2)[c:124]2[cH:125][cH:126][cH:127][cH:128][cH:129]2)[cH:130][cH:131]1>>[c:2]1(-[c:36]2[cH:35][cH:34][c:33](-[c:31]3[n:30][n:29][c:28](-[c:22]4[cH:23][cH:24][cH:25][cH:26][cH:27]4)[o:32]3)[cH:38][cH:37]2)[c:3]2[cH:4][cH:5][cH:6][cH:7][c:8]2[c:9](-[c:16]2[cH:17][n:18][cH:19][cH:20][cH:21]2)[c:10]2[cH:11][cH:12][cH:13][cH:14][c:15]12. Starting materials: Brc1c2ccccc2c(-c2cccnc2)c2ccccc12, CCO, Cc1ccccc1, [Na+], [Na+], O=C([O-])[O-], O, OB(O)c1ccc(-c2nnc(-c3ccccc3)o2)cc1, c1ccc(P(c2ccccc2)(c2ccccc2)[Pd](P(c2ccccc2)(c2ccccc2)c2ccccc2)(P(c2ccccc2)(c2ccccc2)c2ccccc2)P(c2ccccc2)(c2ccccc2)c2ccccc2)cc1. Product: c1ccc(-c2nnc(-c3ccc(-c4c5ccccc5c(-c5cccnc5)c5ccccc45)cc3)o2)cc1.